Dataset: the Open Reaction Database (ORD), a public repository of structured organic reaction records. Task: describe an organic reaction: reactants, conditions, products, and yield Reactants: C(N)(=O)C=1N=C(C(=NC1NC1=CC(=C(C=C1)N1CCC(CC1)=O)C)N[C@H]1CN(CC1)C(=O)OC(C)(C)C)Cl (tert-butyl (3R)-3-[(5-carbamoyl-3-chloro-6-{[3-methyl-4-(4-oxopiperidin-1-yl)phenyl]amino}pyrazin-2-yl)amino]pyrrolidine-1-carboxylate), CN1CCNCC1 (1-methylpiperazine), ClCCCl (1,2-dichloroethane), C(C)(=O)O[BH-](OC(C)=O)OC(C)=O.[Na+] (sodium triacetoxyborohydride), CN1CCNCC1 (1-methylpiperazine). Solvent: C(Cl)(Cl)Cl (chloroform). Run at time 3 hour. Product: C(N)(=O)C=1N=C(C(=NC1NC1=CC(=C(C=C1)N1CCC(CC1)N1CCN(CC1)C)C)N[C@H]1CN(CC1)C(=O)OC(C)(C)C)Cl (tert-butyl (3R)-3-{[5-carbamoyl-3-chloro-6-({3-methyl-4-[4-(4-methylpiperazin-1-yl)piperidin-1-yl]phenyl}amino)pyrazin-2-yl]amino}pyrrolidine-1-carboxylate). As a reaction SMILES: [C:1]([C:4]1[N:5]=[C:6]([Cl:38])[C:7]([NH:25][C@@H:26]2[CH2:30][CH2:29][N:28]([C:31]([O:33][C:34]([CH3:37])([CH3:36])[CH3:35])=[O:32])[CH2:27]2)=[N:8][C:9]=1[NH:10][C:11]1[CH:16]=[CH:15][C:14]([N:17]2[CH2:22][CH2:21][C:20](=O)[CH2:19][CH2:18]2)=[C:13]([CH3:24])[CH:12]=1)(=[O:3])[NH2:2].[CH3:39][N:40]1[CH2:45][CH2:44][NH:43][CH2:42][CH2:41]1.ClCCCl.C(O[BH-](OC(=O)C)OC(=O)C)(=O)C.[Na+]>C(Cl)(Cl)Cl>[C:1]([C:4]1[N:5]=[C:6]([Cl:38])[C:7]([NH:25][C@@H:26]2[CH2:30][CH2:29][N:28]([C:31]([O:33][C:34]([CH3:35])([CH3:37])[CH3:36])=[O:32])[CH2:27]2)=[N:8][C:9]=1[NH:10][C:11]1[CH:16]=[CH:15][C:14]([N:17]2[CH2:22][CH2:21][CH:20]([N:43]3[CH2:44][CH2:45][N:40]([CH3:39])[CH2:41][CH2:42]3)[CH2:19][CH2:18]2)=[C:13]([CH3:24])[CH:12]=1)(=[O:3])[NH2:2] |f:3.4|. Procedure details: To a mixture of tert-butyl (3R)-3-[(5-carbamoyl-3-chloro-6-{[3-methyl-4-(4-oxopiperidin-1-yl)phenyl]amino}pyrazin-2-yl)amino]pyrrolidine-1-carboxylate (578 mg), 1-methylpiperazine (175 μL), and 1,2-dichloroethane (8.67 mL) was added sodium triacetoxyborohydride (338 mg), followed by stirring at room temperature for 3 hours. To the reactant was added 1-methylpiperazine (82 μL), followed by stirring at room temperature for 4 hours. To the reactant were added chloroform and a saturated aqueous sodi... The reactants are ClC1=NC=CC=C1NC(C1=C(C=CC(=C1)C)[N+](=O)[O-])=O (N-(2-chloropyridin-3-yl)-5-methyl-2-nitrobenzamide), [Cl-].[NH4+] (ammonium chloride). The reagents and catalysts are [Zn] (zinc). Run in C(C)(=O)OCC (ethyl acetate), CO (methanol). Conditions: time 1 hour. Yields the product NC1=C(C(=O)NC=2C(=NC=CC2)Cl)C=C(C=C1)C (2-amino-N-(2-chloropyridin-3-yl)-5-methylbenzamide). The yield is 72.6%. As a reaction SMILES: [Cl:1][C:2]1[C:7]([NH:8][C:9](=[O:20])[C:10]2[CH:15]=[C:14]([CH3:16])[CH:13]=[CH:12][C:11]=2[N+:17]([O-])=O)=[CH:6][CH:5]=[CH:4][N:3]=1.[Cl-].[NH4+]>CO.C(OCC)(=O)C.[Zn]>[NH2:17][C:11]1[CH:12]=[CH:13][C:14]([CH3:16])=[CH:15][C:10]=1[C:9]([NH:8][C:7]1[C:2]([Cl:1])=[N:3][CH:4]=[CH:5][CH:6]=1)=[O:20] |f:1.2|. Procedure details: A solution of N-(2-chloropyridin-3-yl)-5-methyl-2-nitrobenzamide (5.07 g, 17.38 mmol), ammonium chloride (5.30 g, 99.1 mmol) in methanol (170 mL) was treated with zinc dust (8.1 g, 123.9 mmol) and stirred for 1 hour at room temperature. The mixture was diluted with ethyl acetate (300 mL) then filtered and concentrated under reduced pressure. The crude product was dissolved in refluxing methanol (350 mL) then cooled to room temperature and treated with water (300 mL) to give a white precipitate w... Starting materials: CC(C)(C)OC(=O)N1CCNCC1, ClCCl, O=[N+]([O-])C=CC1CCCCC1. The product is CC(C)(C)OC(=O)N1CCN(C(C[N+](=O)[O-])C2CCCCC2)CC1. RXN SMILES: [C:12](=[O:13])([O:14][C:15]([CH3:16])([CH3:17])[CH3:18])[N:19]1[CH2:20][CH2:21][NH:22][CH2:23][CH2:24]1.[Cl:25][CH2:26][Cl:27].[N+:1](=[O:2])([O-:3])[CH:4]=[CH:5][CH:6]1[CH2:7][CH2:8][CH2:9][CH2:10][CH2:11]1>>[N+:1](=[O:2])([O-:3])[CH2:4][CH:5]([CH:6]1[CH2:7][CH2:8][CH2:9][CH2:10][CH2:11]1)[N:22]1[CH2:21][CH2:20][N:19]([C:12](=[O:13])[O:14][C:15]([CH3:16])([CH3:17])[CH3:18])[CH2:24][CH2:23]1. Reactants: ClC=1N=C(C2=C(N1)SC(=C2)CN2CCNCC2)N2CCOCC2 (2-chloro-4-morpholin-4-yl-6-piperazin-1-ylmethyl-thieno[2,3-d]pyrimidine), S1C(=CC=C1)S(=O)(=O)Cl (2-thiophenesulfonyl chloride). Run in C(Cl)Cl (DCM), C(C)N(CC)CC (triethylamine). Product: ClC=1N=C(C2=C(N1)SC(=C2)CN2CCN(CC2)S(=O)(=O)C=2SC=CC2)N2CCOCC2 (2-chloro-4-morpholin-4-yl-6-[4-(thiophene-2-sulfonyl)-piperazin-1-ylmethyl]-thieno[2,3-d]pyrimidine). Reaction SMILES: [Cl:1][C:2]1[N:3]=[C:4]([N:18]2[CH2:23][CH2:22][O:21][CH2:20][CH2:19]2)[C:5]2[CH:10]=[C:9]([CH2:11][N:12]3[CH2:17][CH2:16][NH:15][CH2:14][CH2:13]3)[S:8][C:6]=2[N:7]=1.[S:24]1[CH:28]=[CH:27][CH:26]=[C:25]1[S:29](Cl)(=[O:31])=[O:30]>C(Cl)Cl.C(N(CC)CC)C>[Cl:1][C:2]1[N:3]=[C:4]([N:18]2[CH2:19][CH2:20][O:21][CH2:22][CH2:23]2)[C:5]2[CH:10]=[C:9]([CH2:11][N:12]3[CH2:17][CH2:16][N:15]([S:29]([C:25]4[S:24][CH:28]=[CH:27][CH:26]=4)(=[O:31])=[O:30])[CH2:14][CH2:13]3)[S:8][C:6]=2[N:7]=1. Procedure: To 2-chloro-4-morpholin-4-yl-6-piperazin-1-ylmethyl-thieno[2,3-d]pyrimidine (150 mg) in anhydrous DCM (4 ml) and triethylamine (90 ul) was added 2-thiophenesulfonyl chloride (101 ul) at 0° C. The reaction mixture was allowed to warm up to room temperature over 4 hours. Aqueous work-up and purification on silica gave 2-chloro-4-morpholin-4-yl-6-[4-(thiophene-2-sulfonyl)-piperazin-1-ylmethyl]-thieno[2,3-d]pyrimidine (208 mg). Reactants: O=C=NCc1ccc(C(F)(F)F)cc1, Nc1ccc2cnccc2c1. Product: O=C(NCc1ccc(C(F)(F)F)cc1)Nc1ccc2cnccc2c1. Reaction SMILES: [F:12][C:13]([c:14]1[cH:15][cH:16][c:17]([CH2:18][N:19]=[C:20]=[O:21])[cH:22][cH:23]1)([F:24])[F:25].[NH2:1][c:2]1[cH:3][c:4]2[cH:5][cH:6][n:7][cH:8][c:9]2[cH:10][cH:11]1>>[NH:1]([c:2]1[cH:3][c:4]2[cH:5][cH:6][n:7][cH:8][c:9]2[cH:10][cH:11]1)[C:20]([NH:19][CH2:18][c:17]1[cH:16][cH:15][c:14]([C:13]([F:12])([F:24])[F:25])[cH:23][cH:22]1)=[O:21]. Starting materials: CCOC(C)=O, O=C(NC1Cc2ccccc2C1)c1ccc(F)cc1, O=[N+]([O-])O, O=S(=O)(O)O. Yields the product O=C(NC1Cc2ccc([N+](=O)[O-])cc2C1)c1ccc(F)cc1. Reaction SMILES: [CH3:29][CH2:30][O:31][C:32](=[O:33])[CH3:34].[F:1][c:2]1[cH:3][cH:4][c:5]([C:6](=[O:7])[NH:8][CH:9]2[CH2:10][c:11]3[cH:12][cH:13][cH:14][cH:15][c:16]3[CH2:17]2)[cH:18][cH:19]1.[OH:20][N+:21]([O-:22])=[O:23].[S:24](=[O:25])(=[O:26])([OH:27])[OH:28]>>[F:1][c:2]1[cH:3][cH:4][c:5]([C:6](=[O:7])[NH:8][CH:9]2[CH2:10][c:11]3[cH:12][c:13]([N+:21](=[O:20])[O-:22])[cH:14][cH:15][c:16]3[CH2:17]2)[cH:18][cH:19]1. Reactants: COC(CCCCCCCC1OC(CC1)C=CC(CCCCC)O)=O (8-[5-(3-Hydroxy-1-octenyl)-tetrahydro-2-furyl]-octanoic acid methyl ester). Reagents/catalysts: [Ni] (Raney nickel). Run in CO (methanol). The product is COC(CCCCCCCC1OC(CC1)CCC(CCCCC)O)=O (8-[5-(3-Hydroxyoctyl)-tetrahydro-2-furyl]-octanoic acid methyl ester). Isolated yield 94.8%. As a reaction SMILES: [CH3:1][O:2][C:3](=[O:25])[CH2:4][CH2:5][CH2:6][CH2:7][CH2:8][CH2:9][CH2:10][CH:11]1[CH2:15][CH2:14][CH:13]([CH:16]=[CH:17][CH:18]([OH:24])[CH2:19][CH2:20][CH2:21][CH2:22][CH3:23])[O:12]1>[Ni].CO>[CH3:1][O:2][C:3](=[O:25])[CH2:4][CH2:5][CH2:6][CH2:7][CH2:8][CH2:9][CH2:10][CH:11]1[CH2:15][CH2:14][CH:13]([CH2:16][CH2:17][CH:18]([OH:24])[CH2:19][CH2:20][CH2:21][CH2:22][CH3:23])[O:12]1. Procedure details: IV (1.77 g, 0.00500 mole), methanol (50 ml), and Raney nickel (1 g) were shaken under hydrogen at a pressure of 70 atmospheres for 24 hours at room temperature. After filtration, the solvent was removed from a water bath (60° C, 10 mm Hg). Ether (50 ml) was added to the residue, and the turbid, colourless solution was filtered. The ethereal solution was evaporated to dryness from a water bath (60° C, 10 mm Hg). The residual clear, colourless oil (1.90 g) was distilled under reduced pressure to g... Reactants: CC(=O)[O-], CC(=O)[O-], Cc1ccccc1, O=Cc1ccccc1O, [Cu+2], [Cu], CCCCOc1ccc(C(C)(C)C)cc1C(O)(c1cc(C(C)(C)C)ccc1OCCCC)C(C)N=Cc1cc([N+](=O)[O-])ccc1O, [Na+], [OH-], O, O. Product: ON=Cc1ccccc1O. Reaction SMILES: [C:67]([O-:68])(=[O:69])[CH3:70].[C:72]([O-:73])(=[O:74])[CH3:75].[CH3:59][c:60]1[cH:61][cH:62][cH:63][cH:64][cH:65]1.[CH:1](=[O:2])[c:3]1[cH:4][cH:5][cH:6][cH:7][c:8]1[OH:9].[Cu+2:71].[Cu:76].[N+:10](=[O:11])([c:12]1[cH:13][c:14]([CH:15]=[N:16][CH:17]([CH3:18])[C:19]([c:20]2[cH:21][c:22]([C:23]([CH3:24])([CH3:25])[CH3:26])[cH:27][cH:28][c:29]2[O:30][CH2:31][CH2:32][CH2:33][CH3:34])([c:35]2[cH:36][c:37]([C:38]([CH3:39])([CH3:40])[CH3:41])[cH:42][cH:43][c:44]2[O:45][CH2:46][CH2:47][CH2:48][CH3:49])[OH:50])[c:51]([OH:52])[cH:53][cH:54]1)[O-:55].[Na+:57].[OH-:56].[OH2:58].[OH2:66]>>[CH:1]([c:3]1[cH:4][cH:5][cH:6][cH:7][c:8]1[OH:9])=[N:10][OH:11]. The reactants are CC(C)(C)OC(=O)N1CC=C(CO)CC1, CC[Zn]CC, [Cl-], ClCCl, ICI, [NH4+]. Product: CC(C)(C)OC(=O)N1CCC2(CO)CC2C1. Reaction SMILES: [C:9]([CH3:10])([CH3:11])([CH3:12])[O:13][C:14](=[O:15])[N:16]1[CH2:17][CH2:18][C:19]([CH2:22][OH:23])=[CH:20][CH2:21]1.[CH3:1][CH2:2][Zn:3][CH2:4][CH3:5].[Cl-:24].[Cl:26][CH2:27][Cl:28].[I:6][CH2:7][I:8].[NH4+:25]>>[CH2:1]1[C:19]2([CH2:22][OH:23])[CH2:18][CH2:17][N:16]([C:14]([O:13][C:9]([CH3:10])([CH3:11])[CH3:12])=[O:15])[CH2:21][CH:20]12.